This data is from the Open Reaction Database (ORD), a public repository of structured organic reaction records. The task is: describe an organic reaction: reactants, conditions, products, and yield Starting materials: C(#N)C=1C=C(C=CC1OC(C)C)C=1SC(=CN1)C1=C2CC[C@@H](C2=CC=C1)NS(=O)(=O)CC(=O)OC ((S)-methyl 2-(N-(4-(2-(3-cyano-4-isopropoxyphenyl)thiazol-5-yl)-2,3-dihydro-1H-inden-1-yl)sulfamoyl)acetate), [BH4-].[Na+] (sodium borohydride), CO (methanol). The solvent is C1CCOC1 (THF). Conditions: temperature 75 celsius, time 1 hour. The product is C(#N)C=1C=C(C=CC1OC(C)C)C=1SC(=CN1)C1=C2CC[C@@H](C2=CC=C1)NS(=O)(=O)CCO ((S)-N-(4-(2-(3-cyano-4-isopropoxyphenyl)thiazol-5-yl)-2,3-dihydro-1H-inden-1-yl)-2-hydroxyethanesulfonamide). Yield: 63.1%. RXN SMILES: [C:1]([C:3]1[CH:4]=[C:5]([C:13]2[S:14][C:15]([C:18]3[CH:26]=[CH:25][CH:24]=[C:23]4[C:19]=3[CH2:20][CH2:21][C@@H:22]4[NH:27][S:28]([CH2:31][C:32](OC)=[O:33])(=[O:30])=[O:29])=[CH:16][N:17]=2)[CH:6]=[CH:7][C:8]=1[O:9][CH:10]([CH3:12])[CH3:11])#[N:2].[BH4-].[Na+].CO>C1COCC1>[C:1]([C:3]1[CH:4]=[C:5]([C:13]2[S:14][C:15]([C:18]3[CH:26]=[CH:25][CH:24]=[C:23]4[C:19]=3[CH2:20][CH2:21][C@@H:22]4[NH:27][S:28]([CH2:31][CH2:32][OH:33])(=[O:29])=[O:30])=[CH:16][N:17]=2)[CH:6]=[CH:7][C:8]=1[O:9][CH:10]([CH3:12])[CH3:11])#[N:2] |f:1.2|. Procedure: Prepared using General Procedure 17: To a stirred solution of (S)-methyl 2-(N-(4-(2-(3-cyano-4-isopropoxyphenyl)thiazol-5-yl)-2,3-dihydro-1H-inden-1-yl)sulfamoyl)acetate (20 mg, 0.04 mmol) in THF (0.5 mL) was added sodium borohydride (3.6 mg, 0.09 mmol) at room temperature. The reaction was heated to 75° C. and methanol (0.06 mL, 1.4 mmol) was added dropwise. After 1 h, the reaction was cooled and concentrated. Purification of the crude material by preparative HPLC gave 12.2 mg (64%) of (S)-N-(4... Reactants: C(CCCCCCC)Cl (octyl chloride), C(C)#N (acetonitrile), NC1CCC2=C(C=C(C(=C12)O)C)C (1-amino-2,3-dihydro-4,6-dimethyl-7-hydroxy-1H-indene), Cl (hydrogen chloride). The solvent is C(C)O (ethanol), C(Cl)(Cl)Cl (chloroform), C(C)O (ethanol). Conditions: time 4 hour. Yields the product Cl.C(CCCCCCC)NC1CCC2=C(C=C(C(=C12)O)C)C (2,3-dihydro-1-octylamino-4,6-dimethyl-7-hydroxy-1H-indene hydrochloride). Yield: 15.1%. Reaction SMILES: [NH2:1][CH:2]1[C:10]2[C:5](=[C:6]([CH3:13])[CH:7]=[C:8]([CH3:12])[C:9]=2[OH:11])[CH2:4][CH2:3]1.[CH2:14]([Cl:22])[CH2:15][CH2:16][CH2:17][CH2:18][CH2:19][CH2:20][CH3:21].Cl.C(#N)C>C(Cl)(Cl)Cl.C(O)C>[ClH:22].[CH2:14]([NH:1][CH:2]1[C:10]2[C:5](=[C:6]([CH3:13])[CH:7]=[C:8]([CH3:12])[C:9]=2[OH:11])[CH2:4][CH2:3]1)[CH2:15][CH2:16][CH2:17][CH2:18][CH2:19][CH2:20][CH3:21] |f:6.7|. Reported procedure: To a solution containing 1.77 g of 1-amino-2,3-dihydro-4,6-dimethyl-7-hydroxy-1H-indene and 2 ml of trethylamine in 100 ml of chloroform was added dropwise 2.23 g of octyl chloride at room temperature. Then the reaction mixture was stirred at the same temperature for 4 hours. The reaction mixture was washed with a diluted hydrochloric acid, water, an aqueous solution saturated with sodium bicarbonate, water and an aqueous solution saturated with sodium chloride in this order, then dried with anh... Starting materials: CN(C=O)C (N,N-Dimethylformamide), C(CC)C1=C2COC(C2=CC=C1O)(C(F)(F)F)C(F)(F)F (4-propyl-1,1-bis(trifluoromethyl)-1,3-dihydroisobenzofuran-5-ol), BrCCCCBr (1,4-dibromobutane), C([O-])([O-])=O.[K+].[K+] (potassium carbonate). Solvent: O (water). The product is BrCCCCOC=1C(=C2COC(C2=CC1)(C(F)(F)F)C(F)(F)F)CCC (5-(4-bromobutoxy)-4-propyl-1,1-bis(trifluoromethyl)-1,3-dihydroisobenzofuran). Isolated yield 19.9%. As a reaction SMILES: CN(C)C=O.[CH2:6]([C:9]1[C:17]([OH:18])=[CH:16][CH:15]=[C:14]2[C:10]=1[CH2:11][O:12][C:13]2([C:23]([F:26])([F:25])[F:24])[C:19]([F:22])([F:21])[F:20])[CH2:7][CH3:8].[Br:27][CH2:28][CH2:29][CH2:30][CH2:31]Br.C(=O)([O-])[O-].[K+].[K+]>O>[Br:27][CH2:28][CH2:29][CH2:30][CH2:31][O:18][C:17]1[C:9]([CH2:6][CH2:7][CH3:8])=[C:10]2[C:14](=[CH:15][CH:16]=1)[C:13]([C:23]([F:26])([F:24])[F:25])([C:19]([F:20])([F:21])[F:22])[O:12][CH2:11]2 |f:3.4.5|. Reported procedure: A N,N-Dimethylformamide (10 mL) solution of 4-propyl-1,1-bis(trifluoromethyl)-1,3-dihydroisobenzofuran-5-ol (800 mg, 2.55 mol), 1,4-dibromobutane (2.75 mL, 12.73 mmol) and potassium carbonate (528 mg, 3.82 mmol) was stirred at room temperature overnight. The reaction solution was added with water and extracted with ethyl acetate. Subsequently, the organic layer was washed with saturated saline, dried using anhydrous sodium sulfate, and concentrated in vacuum. The obtained residue was purified by... The reactants are COC(=O)C1=C(C=CC=2C(=NOC21)NC2=CC=C(C=C2)CC)Cl (methyl-6-chloro-3-(4-ethylphenylamino)benzo[d]isoxazole-7-carboxylate), aqueous solution, O[Li].O (LiOH hydrate). The solvent is O1CCOCC1 (dioxane). Conditions: temperature 50 celsius, time 1 hour. The product is ClC1=C(C2=C(C(=NO2)NC2=CC=C(C=C2)CC)C=C1)C(=O)O (6-Chloro-3-(4-ethylphenylamino)benzo[d]isoxazole-7-carboxylic acid). As a reaction SMILES: C[O:2][C:3]([C:5]1[C:13]2[O:12][N:11]=[C:10]([NH:14][C:15]3[CH:20]=[CH:19][C:18]([CH2:21][CH3:22])=[CH:17][CH:16]=3)[C:9]=2[CH:8]=[CH:7][C:6]=1[Cl:23])=[O:4].O[Li].O>O1CCOCC1>[Cl:23][C:6]1[CH:7]=[CH:8][C:9]2[C:10]([NH:14][C:15]3[CH:16]=[CH:17][C:18]([CH2:21][CH3:22])=[CH:19][CH:20]=3)=[N:11][O:12][C:13]=2[C:5]=1[C:3]([OH:4])=[O:2] |f:1.2|. Reported procedure: To a solution of methyl-6-chloro-3-(4-ethylphenylamino)benzo[d]isoxazole-7-carboxylate (211 mg, 638 μmol) in dioxane (10.5 ml) was added a 1N aqueous solution of LiOH hydrate (134 mg, 3190 μmol) and the resulting mixture was heated to 50° C. After 1 hr, the solvent was removed in vacuo, the residue was diluted with H2O and acidified to pH2 with 2N HCl. After diluting with EtOAc, the layers were separated and the aqueous layer was extracted with EtOAc (3×). The organics were combined, washed with... The reactants are C1CCOC1, CSC(=N)N, CCN(C(C)C)C(C)C, ClCCl, NCCCOc1c2[nH]c3ccc(F)cc3c2cc2c1[nH]c1ccc(F)cc12, O. Product: N=C(N)NCCCOc1c2[nH]c3ccc(F)cc3c2cc2c1[nH]c1ccc(F)cc12. RXN SMILES: [CH2:42]1[O:43][CH2:44][CH2:45][CH2:46]1.[CH3:28][S:29][C:30]([NH2:31])=[NH:32].[CH:33]([N:34]([CH2:35][CH3:36])[CH:37]([CH3:38])[CH3:39])([CH3:40])[CH3:41].[Cl:48][CH2:49][Cl:50].[F:1][c:2]1[cH:3][c:4]2[c:5]3[cH:6][c:7]4[c:8]([c:9]([O:15][CH2:16][CH2:17][CH2:18][NH2:19])[c:10]3[nH:11][c:12]2[cH:13][cH:14]1)[nH:20][c:21]1[cH:22][cH:23][c:24]([F:27])[cH:25][c:26]41.[OH2:47]>>[F:1][c:2]1[cH:3][c:4]2[c:5]3[cH:6][c:7]4[c:8]([c:9]([O:15][CH2:16][CH2:17][CH2:18][NH:19][C:30](=[NH:31])[NH2:32])[c:10]3[nH:11][c:12]2[cH:13][cH:14]1)[nH:20][c:21]1[cH:22][cH:23][c:24]([F:27])[cH:25][c:26]41. Starting materials: C(#N)C=1C=C(C=CC1F)[N+](=O)[O-] (3-cyano-4-fluoronitrobenzene), FC1=C(C=C(C=C1)O)NC(CC1=CC(=CC=C1)C(F)(F)F)=O (N-(2-fluoro-5-hydroxyphenyl)-2-[3-(trifluoromethyl)phenyl]acetamide), C([O-])([O-])=O.[K+].[K+] (potassium carbonate). Solvent: C(C)(=O)OCC (ethyl acetate), CN(C=O)C (N,N-dimethylformamide). Run at time 4 hour. Yields the product C(#N)C1=C(OC=2C=CC(=C(C2)NC(CC2=CC(=CC=C2)C(F)(F)F)=O)F)C=CC(=C1)[N+](=O)[O-] (N-[5-(2-cyano-4-nitrophenoxy)-2-fluorophenyl]-2-[3-(trifluoromethyl)phenyl]acetamide). Isolated yield 94.2%. RXN SMILES: [C:1]([C:3]1[CH:4]=[C:5]([N+:10]([O-:12])=[O:11])[CH:6]=[CH:7][C:8]=1F)#[N:2].[F:13][C:14]1[CH:19]=[CH:18][C:17]([OH:20])=[CH:16][C:15]=1[NH:21][C:22](=[O:34])[CH2:23][C:24]1[CH:29]=[CH:28][CH:27]=[C:26]([C:30]([F:33])([F:32])[F:31])[CH:25]=1.C(=O)([O-])[O-].[K+].[K+]>CN(C)C=O.C(OCC)(=O)C>[C:1]([C:3]1[CH:4]=[C:5]([N+:10]([O-:12])=[O:11])[CH:6]=[CH:7][C:8]=1[O:20][C:17]1[CH:18]=[CH:19][C:14]([F:13])=[C:15]([NH:21][C:22](=[O:34])[CH2:23][C:24]2[CH:29]=[CH:28][CH:27]=[C:26]([C:30]([F:31])([F:32])[F:33])[CH:25]=2)[CH:16]=1)#[N:2] |f:2.3.4|. Procedure details: To a solution of 3-cyano-4-fluoronitrobenzene (0.530 g, 3.19 mmol) and N-(2-fluoro-5-hydroxyphenyl)-2-[3-(trifluoromethyl)phenyl]acetamide (1.00 g, 3.19 mmol) in N,N-dimethylformamide (5 mL) was added potassium carbonate (0.530 g, 3.83 mmol), and the mixture was stirred at room temperature for 4 hr. The reaction mixture was diluted with ethyl acetate (100 mL), washed successively with water (100 mL) and saturated brine (100 mL), and dried over anhydrous magnesium sulfate. Insoluble material was ... Starting materials: Cl (HCl), ClC1=C(CCN(C(OC(C)(C)C)=O)CC2=CC=C(C=C2)F)C=C(C(=C1)NC(=O)NC1=NC=C(N=C1)C#N)OC (tert-butyl 2-chloro-4-(3-(5-cyanopyrazin-2-yl)ureido)-5-methoxyphenethyl(4-fluorobenzyl)-carbamate). Run in O1CCOCC1 (1,4-dioxane), C(Cl)Cl (DCM). Run at temperature 10 celsius, time 1 hour. The product is Cl.ClC=1C(=CC(=C(C1)NC(=O)NC1=NC=C(N=C1)C#N)OC)CCNCC1=CC=C(C=C1)F (1-(5-chloro-4-(2-(4-fluorobenzylamino)ethyl)-2-methoxyphenyl)-3-(5-cyanopyrazin-2-yl)urea hydrochloride). The yield is 17.3%. As a reaction SMILES: Cl.[Cl:2][C:3]1[CH:26]=[C:25]([NH:27][C:28]([NH:30][C:31]2[CH:36]=[N:35][C:34]([C:37]#[N:38])=[CH:33][N:32]=2)=[O:29])[C:24]([O:39][CH3:40])=[CH:23][C:4]=1[CH2:5][CH2:6][N:7]([CH2:15][C:16]1[CH:21]=[CH:20][C:19]([F:22])=[CH:18][CH:17]=1)C(=O)OC(C)(C)C>O1CCOCC1.C(Cl)Cl>[ClH:2].[Cl:2][C:3]1[C:4]([CH2:5][CH2:6][NH:7][CH2:15][C:16]2[CH:17]=[CH:18][C:19]([F:22])=[CH:20][CH:21]=2)=[CH:23][C:24]([O:39][CH3:40])=[C:25]([NH:27][C:28]([NH:30][C:31]2[CH:36]=[N:35][C:34]([C:37]#[N:38])=[CH:33][N:32]=2)=[O:29])[CH:26]=1 |f:4.5|. Procedure: A solution of HCl in 1,4-dioxane (0.05 mL) was added to a solution of tert-butyl 2-chloro-4-(3-(5-cyanopyrazin-2-yl)ureido)-5-methoxyphenethyl(4-fluorobenzyl)-carbamate (0.03 g, 0.4 mmol) in DCM (5 mL) at 0° C. The solution was allowed to warm to 10° C. and stirred at this temperature for one hour. The solvents were removed under reduced pressure and the residue was washed with methanol (2×5 mL) to give the title compound (0.017 g, 68%) as a white solid.